describe an organic reaction: reactants, conditions, products, and yield From a dataset of the Open Reaction Database (ORD), a public repository of structured organic reaction records. The reactants are COC1=C(C=C(C=C1)\C=C/C1=CC(=C(C(=C1)OC)OC)OC)O ((Z)-2-methoxy-5-(3,4,5-trimethoxystyryl)phenol), C([O-])([O-])=O.[K+].[K+] (potassium carbonate), BrCCCCCOC1=C(C=C(C=C1)C1NC2=CC=CC=C2C(N1)=O)OC (2-[4-(5-Bromo-pentyloxy)-3-methoxy-phenyl]-2,3-dihydro-1H-quinazolin-4-one), ice. The solvent is CN(C)C=O (DMF), C(C)(=O)OCC.CCCCCC (ethyl acetate hexane). Run at temperature 30 celsius, time 30 hour. Product: COC=1C=C(C=CC1OCCCCCOC1=C(C=CC(=C1)\C=C/C1=CC(=C(C(=C1)OC)OC)OC)OC)C1NC2=CC=CC=C2C(N1)=O ((Z)-2-(3-methoxy-4-(5-(2-methoxy-5-(3,4,5-trimethoxystyryl)phenoxy)pentyloxy)phenyl)-2,3-dihydroquinazolin-4(1H)-one). Yield: 83.4%. As a reaction SMILES: [CH3:1][O:2][C:3]1[CH:8]=[CH:7][C:6](/[CH:9]=[CH:10]\[C:11]2[CH:16]=[C:15]([O:17][CH3:18])[C:14]([O:19][CH3:20])=[C:13]([O:21][CH3:22])[CH:12]=2)=[CH:5][C:4]=1[OH:23].C(=O)([O-])[O-].[K+].[K+].Br[CH2:31][CH2:32][CH2:33][CH2:34][CH2:35][O:36][C:37]1[CH:42]=[CH:41][C:40]([CH:43]2[NH:52][C:51](=[O:53])[C:50]3[C:45](=[CH:46][CH:47]=[CH:48][CH:49]=3)[NH:44]2)=[CH:39][C:38]=1[O:54][CH3:55]>CN(C=O)C.C(OCC)(=O)C.CCCCCC>[CH3:55][O:54][C:38]1[CH:39]=[C:40]([CH:43]2[NH:52][C:51](=[O:53])[C:50]3[C:45](=[CH:46][CH:47]=[CH:48][CH:49]=3)[NH:44]2)[CH:41]=[CH:42][C:37]=1[O:36][CH2:35][CH2:34][CH2:33][CH2:32][CH2:31][O:23][C:4]1[CH:5]=[C:6](/[CH:9]=[CH:10]\[C:11]2[CH:16]=[C:15]([O:17][CH3:18])[C:14]([O:19][CH3:20])=[C:13]([O:21][CH3:22])[CH:12]=2)[CH:7]=[CH:8][C:3]=1[O:2][CH3:1] |f:1.2.3,6.7|. Procedure: (Z)-2-methoxy-5-(3,4,5-trimethoxystyryl)phenol (38a) (316.35 mg 1.0 mmol) in DMF (20 mL) was added anhydrous potassium carbonate (690 mg, 5.0 mmol) and 2-[4-(5-Bromo-pentyloxy)-3-methoxy-phenyl]-2,3-dihydro-1H-quinazolin-4-one (2d) (419.29 mg, 1.0 mmol). The reaction mixture was stirred at a temperature of 30° C. for 30 h and the reaction was monitored by TLC using ethyl acetate-hexane (6:4) as a solvent system. Then to this ice is added and extracted with ethyl acetate. The solvent was evaporat... The reactants are Ru2Cl4 [(R)-T-BINAP]2NEt3, C1(=CC=CC=C1)CC(C(C(=O)OC)Cl)=O (Methyl 4-Phenyl-2-chloro-3-oxobutyrate), Hastelloy, C1(=CC=CC=C1)CC(C(C(=O)OC)Cl)=O (Methyl 4-Phenyl-2-chloro-3-oxobutyrate), [H][H] (hydrogen). The solvent is C(C)(C)O (isopropyl alcohol). The product is syn, Cl[C@H](C(=O)OC)[C@@H](CC1=CC=CC=C1)O (Methyl (2S,3R)-2-chloro-3-hydroxy-4-phenylbutyrate). Yield: 98.6%. Reaction SMILES: [C:1]1([CH2:7][C:8](=[O:15])[CH:9]([Cl:14])[C:10]([O:12][CH3:13])=[O:11])[CH:6]=[CH:5][CH:4]=[CH:3][CH:2]=1.[H][H]>C(O)(C)C>[Cl:14][C@@H:9]([C@H:8]([OH:15])[CH2:7][C:1]1[CH:2]=[CH:3][CH:4]=[CH:5][CH:6]=1)[C:10]([O:12][CH3:13])=[O:11]. Reported procedure: In a 200 ml Hastelloy autoclave was put 50 g (GC p=93.2%, 220 mmol) of methyl 4-phenyl-2-chloro-3-oxobutyrate (compound (III)), 99.4 mg (0.055 mmol) of Ru2Cl4 [(R)-T-BINAP]2NEt3, and 100 ml of isopropyl alcohol (IPA) under a nitrogen stream. After heating the solution, a hydrogen pressure of 30 atm was introduced into the autoclave at 100° C. to initiate the reaction. Then, it was confirmed by GC that no unreacted matter remained to complete the reaction (for 1 to 2 hours). IPA was recovered und... The reactants are CCOc1cc(S(=O)(=O)NC(C)(C)C)ccc1C1=NC(C)(c2ccc(Cl)cc2)C(C)(c2ccc(Cl)cc2)N1C(=O)Cl, CS(=O)(=O)CCCN1CCNCC1, Cl, Cl. Yields the product CCOc1cc(S(=O)(=O)NC(C)(C)C)ccc1C1=NC(C)(c2ccc(Cl)cc2)C(C)(c2ccc(Cl)cc2)N1C(=O)N1CCN(CCCS(C)(=O)=O)CC1. Reaction SMILES: [C:1]([CH3:2])([CH3:3])([CH3:4])[NH:5][S:6](=[O:7])(=[O:8])[c:9]1[cH:10][c:11]([O:39][CH2:40][CH3:41])[c:12]([C:15]2=[N:19][C:18]([CH3:20])([c:21]3[cH:22][cH:23][c:24]([Cl:27])[cH:25][cH:26]3)[C:17]([CH3:28])([c:29]3[cH:30][cH:31][c:32]([Cl:35])[cH:33][cH:34]3)[N:16]2[C:36](=[O:37])[Cl:38])[cH:13][cH:14]1.[CH3:44][S:45](=[O:46])(=[O:47])[CH2:48][CH2:49][CH2:50][N:51]1[CH2:52][CH2:53][NH:54][CH2:55][CH2:56]1.[ClH:42].[ClH:43]>>[C:1]([CH3:2])([CH3:3])([CH3:4])[NH:5][S:6](=[O:7])(=[O:8])[c:9]1[cH:10][c:11]([O:39][CH2:40][CH3:41])[c:12]([C:15]2=[N:19][C:18]([CH3:20])([c:21]3[cH:22][cH:23][c:24]([Cl:27])[cH:25][cH:26]3)[C:17]([CH3:28])([c:29]3[cH:30][cH:31][c:32]([Cl:35])[cH:33][cH:34]3)[N:16]2[C:36](=[O:37])[N:54]2[CH2:53][CH2:52][N:51]([CH2:50][CH2:49][CH2:48][S:45]([CH3:44])(=[O:46])=[O:47])[CH2:56][CH2:55]2)[cH:13][cH:14]1. The reactants are OP(=O)(O)O (H3PO4), C1(C2=CC=C(C(=O)OCCO1)C=C2)=O (ethylene terephthalate). Solvent: C(CO)O (ethylene glycol), C(CO)O (ethylene glycol). Product: C(C1=CC=C(C(=O)O)C=C1)(=O)O (terephthalic acid). As a reaction SMILES: OP(O)(O)=O.[C:6]1(=[O:19])[O:16]CC[O:13][C:11](=[O:12])[C:10]2[CH:17]=[CH:18][C:7]1=[CH:8][CH:9]=2>C(O)CO>[C:6]([OH:19])(=[O:16])[C:7]1[CH:18]=[CH:17][C:10]([C:11]([OH:13])=[O:12])=[CH:9][CH:8]=1. Procedure details: A 1-liter resin kettle was provided with a Jiffy Mixer stirring agitator with an Electro-Craft Motomatic constant speed controller, a heater, a thermocouple, condenser and nitrogen sweep. To this kettle was added 0.2 g of the TiO1.5 catalyst, 115 ml of ethylene glycol, 6.23 μl of concentrated H3PO4, 0.3 wt % passivated TiO2 delusterant and 400 g of a low molecular weight ethylene terephthalate oligomer formed from ethylene glycol and terephthalic acid. The mixture was stirred at 280° C. at 60 rp... The reactants are C(C)(C)(C)OC(=O)N1CC(CC1)=O (1-tert-butoxycarbonyl-3-oxopyrrolidine), P(OCC)(OCC)[O-] (diethyl phosphite), TEA. Run at temperature 100 celsius, time 1.5 hour. Product: C(C)(C)(C)OC(=O)N1CC(CC1)(O)P(OCC)(OCC)=O ((R/S)-1-tert-Butoxycarbonyl-3-hydroxy-pyrrolidin-3-yl phosphonic acid, diethyl ester). The yield is 53.4%. Reaction SMILES: [C:1]([O:5][C:6]([N:8]1[CH2:12][CH2:11][C:10](=[O:13])[CH2:9]1)=[O:7])([CH3:4])([CH3:3])[CH3:2].[P:14]([O-:21])([O:18][CH2:19][CH3:20])[O:15][CH2:16][CH3:17]>>[C:1]([O:5][C:6]([N:8]1[CH2:12][CH2:11][C:10]([P:14](=[O:21])([O:18][CH2:19][CH3:20])[O:15][CH2:16][CH3:17])([OH:13])[CH2:9]1)=[O:7])([CH3:4])([CH3:2])[CH3:3]. Procedure: A mixture of 1.9 g (10.3 mmol) of 1-tert-butoxycarbonyl-3-oxopyrrolidine (from Step B), 1.3 mL (10.3 mmol) of diethyl phosphite and 1.4 mL (10.3 mmol) of TEA was stirred at 100° C. for 1.5 h. Volatiles were removed under reduced pressure. The residue was purified on a 40M Biotage column using 13:7 v/v hexane/acetone as the eluant to afford 1.78 g (53%) of the title compound as a yellow oil: RF: 0.16 (7:3 v/v hexane/acetone); 1H-NMR (500 MHz) δ 1.33 (t, J=7.0, 6H), 1.45 (s, 9H), 2.08 (m, 1H), 2.1...